From a dataset of the Open Reaction Database (ORD), a public repository of structured organic reaction records. describe an organic reaction: reactants, conditions, products, and yield The reactants are ClC(Cl)Cl, [Na+], [Na+], O=C([O-])[O-], CCCOc1c(OCc2ccccc2)cc(C(O)CCC(O)c2cc(OC)c(OC)c(OC)c2)cc1S(=O)(=O)CCO. Yields the product CCCOc1c(OCc2ccccc2)cc(C2CCC(c3cc(OC)c(OC)c(OC)c3)O2)cc1S(=O)(=O)CCO. Reaction SMILES: [CH:49]([Cl:50])([Cl:51])[Cl:52].[Na+:43].[Na+:44].[O-:45][C:46](=[O:47])[O-:48].[OH:1][CH2:2][CH2:3][S:4](=[O:5])(=[O:6])[c:7]1[cH:8][c:9]([CH:25]([CH2:26][CH2:27][CH:28]([OH:29])[c:30]2[cH:31][c:32]([O:40][CH3:41])[c:33]([O:38][CH3:39])[c:34]([O:36][CH3:37])[cH:35]2)[OH:42])[cH:10][c:11]([O:17][CH2:18][c:19]2[cH:20][cH:21][cH:22][cH:23][cH:24]2)[c:12]1[O:13][CH2:14][CH2:15][CH3:16]>>[OH:1][CH2:2][CH2:3][S:4](=[O:5])(=[O:6])[c:7]1[cH:8][c:9]([CH:25]2[CH2:26][CH2:27][CH:28]([c:30]3[cH:31][c:32]([O:40][CH3:41])[c:33]([O:38][CH3:39])[c:34]([O:36][CH3:37])[cH:35]3)[O:29]2)[cH:10][c:11]([O:17][CH2:18][c:19]2[cH:20][cH:21][cH:22][cH:23][cH:24]2)[c:12]1[O:13][CH2:14][CH2:15][CH3:16]. Reactants: Cl.C(C1=CC=CC=C1)ON (O-benzylhydroxylamine hydrochloride), ClC(=O)OCC(Cl)(Cl)Cl (trichloroethyl chloroformate). Product: ClC(COC(NOCC1=CC=CC=C1)=O)(Cl)Cl ((Phenylmethoxy)carbamic acid 2,2,2-trichloroethyl ester). Reaction conditions: time 8 hour. RXN SMILES: Cl.[CH2:2]([O:9][NH2:10])[C:3]1[CH:8]=[CH:7][CH:6]=[CH:5][CH:4]=1.Cl[C:12]([O:14][CH2:15][C:16]([Cl:19])([Cl:18])[Cl:17])=[O:13]>C(#N)C>[Cl:17][C:16]([Cl:19])([Cl:18])[CH2:15][O:14][C:12](=[O:13])[NH:10][O:9][CH2:2][C:3]1[CH:8]=[CH:7][CH:6]=[CH:5][CH:4]=1 |f:0.1|. Reported procedure: Under anhydrous conditions, 50 g of O-benzylhydroxylamine hydrochloride is suspended in 783 ml of acetonitrile. To the suspension is added 50.6 ml ofpyridine followed by dropwise addition of 43.15 ml trichloroethyl chloroformate in 235 ml of acetonitrile. The reaction is allowed to stir overnight at room temperature. The mixture is concentrated in vacuo and diluted with ethyl acetate. The organic layer is washed with 0.5M citric acid, water, saturated sodium bicarbonate, saturated sodium chlorid... Run in C(C)#N (acetonitrile), C(C)#N (acetonitrile). The reactants are COC(CCCCCCN(S(=O)(=O)C1=NC=CC=C1)CC1=CC=C(C=C1)N1C=NC=C1)=O (7-[(4-imidazol-1-yl-benzyl)-(pyridine-2-sulfonyl)-amino]-heptanoic acid methyl ester), P(=O)([O-])([O-])[O-] (phosphate). The solvent is CC(=O)C (acetone). Reaction conditions: time 20 hour. The product is N1(C=NC=C1)C1=CC=C(CN(CCCCCCC(=O)O)S(=O)(=O)C2=NC=CC=C2)C=C1 (7-[(4-Imidazol-1-yl-benzyl)-(pyridine-2-sulfonyl)-amino]-heptanoic acid). Isolated yield 87.3%. Reaction SMILES: C[O:2][C:3](=[O:32])[CH2:4][CH2:5][CH2:6][CH2:7][CH2:8][CH2:9][N:10]([CH2:20][C:21]1[CH:26]=[CH:25][C:24]([N:27]2[CH:31]=[CH:30][N:29]=[CH:28]2)=[CH:23][CH:22]=1)[S:11]([C:14]1[CH:19]=[CH:18][CH:17]=[CH:16][N:15]=1)(=[O:13])=[O:12].P([O-])([O-])([O-])=O>CC(C)=O>[N:27]1([C:24]2[CH:23]=[CH:22][C:21]([CH2:20][N:10]([S:11]([C:14]3[CH:19]=[CH:18][CH:17]=[CH:16][N:15]=3)(=[O:13])=[O:12])[CH2:9][CH2:8][CH2:7][CH2:6][CH2:5][CH2:4][C:3]([OH:32])=[O:2])=[CH:26][CH:25]=2)[CH:31]=[CH:30][N:29]=[CH:28]1. Reported procedure: A mixture of 7-[(4-imidazol-1-yl-benzyl)-(pyridine-2-sulfonyl)-amino]-heptanoic acid methyl ester (52 mg), porcine pancreas lipase (81 mg), acetone (1 mL), and phosphate buffer (pH=7, 5 mL) was stirred at room temperature for 20 h. The product was extracted into CH2Cl2 (3x). The organic solution was dried (MgSO4), filtered, and concentrated to provide the title compound (44 mg). 1H NMR (400 MHz, CD3OD) δ 8.71 (m, 1H), 8.24 (s, 1H), 8.07-7.98 (m, 2H), 7.64-7.54 (m, 6H), 7.19 (s, 1H), 4.57 (s, 2H)...